Dataset: the Open Reaction Database (ORD), a public repository of structured organic reaction records. Task: describe an organic reaction: reactants, conditions, products, and yield The reactants are O=C([O-])O, Cc1ccccc1, CCO, OB(O)c1ccc(F)c(Cl)c1, N#Cc1nn(-c2c(Cl)cc(C(F)(F)F)cc2Cl)c(N)c1I, [Na+], O, c1ccc(P(c2ccccc2)(c2ccccc2)[Pd](P(c2ccccc2)(c2ccccc2)c2ccccc2)(P(c2ccccc2)(c2ccccc2)c2ccccc2)P(c2ccccc2)(c2ccccc2)c2ccccc2)cc1. Yields the product N#Cc1nn(-c2c(Cl)cc(C(F)(F)F)cc2Cl)c(N)c1-c1ccc(F)c(Cl)c1. Reaction SMILES: [C:22](=[O:23])([O-:24])[OH:25].[CH3:39][c:40]1[cH:41][cH:42][cH:43][cH:44][cH:45]1.[CH3:46][CH2:47][OH:48].[Cl:27][c:28]1[cH:29][c:30]([B:35]([OH:36])[OH:37])[cH:31][cH:32][c:33]1[F:34].[NH2:1][c:2]1[c:3]([I:21])[c:4]([C:19]#[N:20])[n:5][n:6]1-[c:7]1[c:8]([Cl:18])[cH:9][c:10]([C:14]([F:15])([F:16])[F:17])[cH:11][c:12]1[Cl:13].[Na+:26].[OH2:38].[cH:49]1[cH:50][cH:51][c:52]([P:53]([Pd:54]([P:55]([c:56]2[cH:57][cH:58][cH:59][cH:60][cH:61]2)([c:62]2[cH:63][cH:64][cH:65][cH:66][cH:67]2)[c:68]2[cH:69][cH:70][cH:71][cH:72][cH:73]2)([P:74]([c:75]2[cH:76][cH:77][cH:78][cH:79][cH:80]2)([c:81]2[cH:82][cH:83][cH:84][cH:85][cH:86]2)[c:87]2[cH:88][cH:89][cH:90][cH:91][cH:92]2)[P:93]([c:94]2[cH:95][cH:96][cH:97][cH:98][cH:99]2)([c:100]2[cH:101][cH:102][cH:103][cH:104][cH:105]2)[c:106]2[cH:107][cH:108][cH:109][cH:110][cH:111]2)([c:112]2[cH:113][cH:114][cH:115][cH:116][cH:117]2)[c:118]2[cH:119][cH:120][cH:121][cH:122][cH:123]2)[cH:124][cH:125]1>>[NH2:1][c:2]1[c:3](-[c:30]2[cH:29][c:28]([Cl:27])[c:33]([F:34])[cH:32][cH:31]2)[c:4]([C:19]#[N:20])[n:5][n:6]1-[c:7]1[c:8]([Cl:18])[cH:9][c:10]([C:14]([F:15])([F:16])[F:17])[cH:11][c:12]1[Cl:13].